Task: describe an organic reaction: reactants, conditions, products, and yield. Dataset: the Open Reaction Database (ORD), a public repository of structured organic reaction records Reactants: O (water), BrC=1C=CC(=NC1)C(=O)NCCC(=O)OCC (Ethyl 3-(5-bromopicolinamido)propanoate), ClC=1C=CC(=C(C1)B(O)O)C=O ((5-chloro-2-formylphenyl)boronic acid), C(=O)([O-])[O-].[K+].[K+] (K2CO3). Reagents/catalysts: C1=CC=C(C=C1)P([C-]2C=CC=C2)C3=CC=CC=C3.C1=CC=C(C=C1)P([C-]2C=CC=C2)C3=CC=CC=C3.Cl[Pd]Cl.[Fe+2] (Pd(dppf)Cl2). The solvent is O1CCOCC1 (1,4-dioxane), CCOC(=O)C (EtOAc). Yields the product ClC=1C=CC(=C(C1)C=1C=CC(=NC1)C(=O)NCCC(=O)OCC)C=O (ethyl 3-(5-(5-chloro-2-formylphenyl)picolinamido)propanoate). RXN SMILES: Br[C:2]1[CH:3]=[CH:4][C:5]([C:8]([NH:10][CH2:11][CH2:12][C:13]([O:15][CH2:16][CH3:17])=[O:14])=[O:9])=[N:6][CH:7]=1.[Cl:18][C:19]1[CH:20]=[CH:21][C:22]([CH:28]=[O:29])=[C:23](B(O)O)[CH:24]=1.C([O-])([O-])=O.[K+].[K+].O>O1CCOCC1.CCOC(C)=O.C1C=CC(P(C2C=CC=CC=2)[C-]2C=CC=C2)=CC=1.C1C=CC(P(C2C=CC=CC=2)[C-]2C=CC=C2)=CC=1.Cl[Pd]Cl.[Fe+2]>[Cl:18][C:19]1[CH:24]=[CH:23][C:22]([CH:28]=[O:29])=[C:21]([C:2]2[CH:3]=[CH:4][C:5]([C:8]([NH:10][CH2:11][CH2:12][C:13]([O:15][CH2:16][CH3:17])=[O:14])=[O:9])=[N:6][CH:7]=2)[CH:20]=1 |f:2.3.4,8.9.10.11|. Procedure: Ethyl 3-(5-bromopicolinamido)propanoate, prepared as in Example 1, (1.5 g, 5.0 mmol), (5-chloro-2-formylphenyl)boronic acid (1.0 g, 5.5 mmol), Pd(dppf)Cl2 (408 mg, 0.5 mmol), and K2CO3 (1.4 g, 10.0 mmol) were dissolved in 1,4-dioxane (20 mL) and water (5 mL) and heated to 80° C. After 3 h the resulting mixture was cooled to room temperature, diluted with EtOAc washed with water and brine, dried (Na2SO4), dry-packed onto silica gel and purified via column chromatography to yield the title compoun...